From a dataset of the Open Reaction Database (ORD), a public repository of structured organic reaction records. describe an organic reaction: reactants, conditions, products, and yield Reactants: C=C(OC)N(C)C, CN(C)C=O, CC1=C(C(=O)OC(c2ccccc2)c2ccccc2)N2C(=O)C(NC(=O)COc3ccccc3)C2SC1. Yields the product CC(=CC1=C(C(=O)OC(c2ccccc2)c2ccccc2)N2C(=O)C(NC(=O)COc3ccccc3)C2SC1)N(C)C. Reaction SMILES: [CH3:1][N:2]([C:3](=[CH2:4])[O:5][CH3:6])[CH3:7].[CH3:45][N:46]([CH3:47])[CH:48]=[O:49].[CH:8]([c:9]1[cH:10][cH:11][cH:12][cH:13][cH:14]1)([c:15]1[cH:16][cH:17][cH:18][cH:19][cH:20]1)[O:21][C:22](=[O:23])[C:24]1=[C:31]([CH3:32])[CH2:30][S:29][CH:28]2[N:25]1[C:26](=[O:44])[CH:27]2[NH:33][C:34]([CH2:35][O:36][c:37]1[cH:38][cH:39][cH:40][cH:41][cH:42]1)=[O:43]>>[CH3:1][N:2]([C:3]([CH3:4])=[CH:32][C:31]1=[C:24]([C:22]([O:21][CH:8]([c:9]2[cH:10][cH:11][cH:12][cH:13][cH:14]2)[c:15]2[cH:16][cH:17][cH:18][cH:19][cH:20]2)=[O:23])[N:25]2[C:26](=[O:44])[CH:27]([NH:33][C:34]([CH2:35][O:36][c:37]3[cH:38][cH:39][cH:40][cH:41][cH:42]3)=[O:43])[CH:28]2[S:29][CH2:30]1)[CH3:7]. Reactants: C(C)(C)(C)OC(=O)N1CCC(CC1)OC1=C(C(=O)OCC)C=CC=C1 (ethyl (1-t-butoxycarbonyl-4-piperidyloxy)benzoate), C(C)O (ethanol), [OH-].[Na+] (sodium hydroxide). Reaction conditions: time 3 day. The product is C(C)(C)(C)OC(=O)N1CCC(CC1)OC1=CC=C(C(=O)O)C=C1 (4-(1-t-butoxycarbonyl-4-piperidyloxy)benzoic acid). Reaction SMILES: [C:1]([O:5][C:6]([N:8]1[CH2:13][CH2:12][CH:11]([O:14][C:15]2[CH:25]=[CH:24][CH:23]=[CH:22][C:16]=2C(OCC)=O)[CH2:10][CH2:9]1)=[O:7])([CH3:4])([CH3:3])[CH3:2].[OH-:26].[Na+].[CH2:28]([OH:30])C>>[C:1]([O:5][C:6]([N:8]1[CH2:9][CH2:10][CH:11]([O:14][C:15]2[CH:16]=[CH:22][C:23]([C:28]([OH:30])=[O:26])=[CH:24][CH:25]=2)[CH2:12][CH2:13]1)=[O:7])([CH3:4])([CH3:2])[CH3:3] |f:1.2|. Procedure: 847 mg (2.43 mmol) of ethyl (1-t-butoxycarbonyl-4-piperidyloxy)benzoate was dissolved in 50 ml of ethanol. 5 ml of 1 N aqueous sodium hydroxide solution was added to the solution, and they were stirred at room temperature for 3 days. The reaction liquid was concentrated and then treated with ethyl acetate as the extractant in an ordinary manner to obtain the title compound. The reactants are CCOC(=O)C(C(=O)OCC)c1ccccc1, [H-], [Na+], C1CCOC1, Cc1ccc(CCCCBr)cc1. Yields the product CCOC(=O)C(CCCCc1ccc(C)cc1)(C(=O)OCC)c1ccccc1. Reaction SMILES: [CH2:1]([CH3:2])[O:3][C:4]([CH:5]([C:6](=[O:7])[O:8][CH2:9][CH3:10])[c:11]1[cH:12][cH:13][cH:14][cH:15][cH:16]1)=[O:17].[H-:18].[Na+:19].[O:32]1[CH2:33][CH2:34][CH2:35][CH2:36]1.[c:20]1([CH3:31])[cH:21][cH:22][c:23]([CH2:26][CH2:27][CH2:28][CH2:29][Br:30])[cH:24][cH:25]1>>[CH2:1]([CH3:2])[O:3][C:4]([C:5]([C:6](=[O:7])[O:8][CH2:9][CH3:10])([c:11]1[cH:12][cH:13][cH:14][cH:15][cH:16]1)[CH2:29][CH2:28][CH2:27][CH2:26][c:23]1[cH:22][cH:21][c:20]([CH3:31])[cH:25][cH:24]1)=[O:17]. Starting materials: COC(=O)CC(=O)OC, CCCCCC, CS(C)=O, [Cl-], CCOC(=O)c1ccc(F)c([N+](=O)[O-])c1, [H-], [NH4+], [Na+]. Yields the product CCOC(=O)c1ccc(C(C(=O)OC)C(=O)OC)c([N+](=O)[O-])c1. As a reaction SMILES: [C:3]([CH2:4][C:5](=[O:6])[O:7][CH3:8])(=[O:9])[O:10][CH3:11].[CH3:29][CH2:30][CH2:31][CH2:32][CH2:33][CH3:34].[CH3:35][S:36](=[O:37])[CH3:38].[Cl-:27].[F:12][c:13]1[c:14]([N+:24](=[O:25])[O-:26])[cH:15][c:16]([C:17](=[O:18])[O:19][CH2:20][CH3:21])[cH:22][cH:23]1.[H-:1].[NH4+:28].[Na+:2]>>[C:3]([CH:4]([C:5](=[O:6])[O:7][CH3:8])[c:13]1[c:14]([N+:24](=[O:25])[O-:26])[cH:15][c:16]([C:17](=[O:18])[O:19][CH2:20][CH3:21])[cH:22][cH:23]1)(=[O:9])[O:10][CH3:11]. Starting materials: COC=1C=CC(=C(C1)\C=C\C(CC(\C=C\C1=C(C=CC(=C1)OC)OCOC)=O)=O)OCOC ((1E,6E)-1,7-bis[5-methoxy-2-(methoxymethoxy)phenyl]hepta-1,6-diene-3,5-dione), FC(C(=O)O)(F)F (trifluoroacetic acid), C(=O)(O)[O-].[Na+] (NaHCO3). Run in ClCCl (dichloromethane). Reaction conditions: time 2 hour. The product is OC1=C(C=C(C=C1)OC)\C=C\C(CC(\C=C\C1=C(C=CC(=C1)OC)O)=O)=O ((1E,6E)-1,7-bis(2-hydroxy-5-methoxyphenyl)hepta-1,6-diene-3,5-dione), OC1=C(C=C(C=C1)OC)\C=C\C(CC(\C=C\C1=C(C=CC(=C1)OC)OCOC)=O)=O ((1E,6E)-1-(2-hydroxy-5-methoxyphenyl)-7-[5-methoxy-2-(methoxymethoxy)phenyl]hepta-1,6-diene-3,5-dione). Isolated yield 46.0%. As a reaction SMILES: [CH3:1][O:2][C:3]1[CH:4]=[CH:5][C:6]([O:30]COC)=[C:7](/[CH:9]=[CH:10]/[C:11](=[O:29])[CH2:12][C:13](=[O:28])/[CH:14]=[CH:15]/[C:16]2[CH:21]=[C:20]([O:22][CH3:23])[CH:19]=[CH:18][C:17]=2[O:24][CH2:25][O:26][CH3:27])[CH:8]=1.FC(F)(F)C(O)=O.C([O-])(O)=O.[Na+]>ClCCl>[OH:24][C:17]1[CH:18]=[CH:19][C:20]([O:22][CH3:23])=[CH:21][C:16]=1/[CH:15]=[CH:14]/[C:13](=[O:28])[CH2:12][C:11](=[O:29])/[CH:10]=[CH:9]/[C:7]1[CH:8]=[C:3]([O:2][CH3:1])[CH:4]=[CH:5][C:6]=1[OH:30].[OH:30][C:6]1[CH:5]=[CH:4][C:3]([O:2][CH3:1])=[CH:8][C:7]=1/[CH:9]=[CH:10]/[C:11](=[O:29])[CH2:12][C:13](=[O:28])/[CH:14]=[CH:15]/[C:16]1[CH:21]=[C:20]([O:22][CH3:23])[CH:19]=[CH:18][C:17]=1[O:24][CH2:25][O:26][CH3:27] |f:2.3|. Reported procedure: To a solution of (1E,6E)-1,7-bis[5-methoxy-2-(methoxymethoxy)phenyl]hepta-1,6-diene-3,5-dione (14 mg, 31 μmol, synthesized in Example 319) in 1.6 mL of dry dichloromethane was added 0.4 mL of trifluoroacetic acid under nitrogen at 0° C. After being stirred at room temperature for 2 h, the reaction mixture was neutralized with saturated NaHCO3 aqueous solution. The mixture was extracted with ethyl acetate, and the extract was washed with brine, and dried over MgSO4. After filtration, the filtrate... The reactants are COC(=O)C1CCNC(Cc2cc(C(C)(C)C)cc(C(C)(C)C)c2)C1, COC(=O)Cl, CCN(C(C)C)C(C)C, ClCCl. The product is COC(=O)C1CCN(C(=O)OC)C(Cc2cc(C(C)(C)C)cc(C(C)(C)C)c2)C1. Reaction SMILES: [C:1]([CH3:2])([CH3:3])([CH3:4])[c:5]1[cH:6][c:7]([CH2:8][CH:9]2[NH:10][CH2:11][CH2:12][CH:13]([C:15](=[O:16])[O:17][CH3:18])[CH2:14]2)[cH:19][c:20]([C:22]([CH3:23])([CH3:24])[CH3:25])[cH:21]1.[C:35]([O:36][CH3:37])(=[O:38])[Cl:39].[CH:26]([N:27]([CH2:28][CH3:29])[CH:30]([CH3:31])[CH3:32])([CH3:33])[CH3:34].[Cl:40][CH2:41][Cl:42]>>[C:1]([CH3:2])([CH3:3])([CH3:4])[c:5]1[cH:6][c:7]([CH2:8][CH:9]2[N:10]([C:35]([O:36][CH3:37])=[O:38])[CH2:11][CH2:12][CH:13]([C:15](=[O:16])[O:17][CH3:18])[CH2:14]2)[cH:19][c:20]([C:22]([CH3:23])([CH3:24])[CH3:25])[cH:21]1.